From a dataset of the Open Reaction Database (ORD), a public repository of structured organic reaction records. describe an organic reaction: reactants, conditions, products, and yield The reactants are C(C)P(O)(=O)C1=C(C=CC(=C1)OC1=C(C=C(C=C1)C(F)(F)F)Cl)[N+](=O)[O-] (P-ethyl-2-nitro-5-(2-chloro-4-trifluoromethylphenoxy)phenylphosphinic acid), BrCC(=O)OCC (ethyl bromoacetate), C([O-])([O-])=O.[K+].[K+] (potassium carbonate). The solvent is CC(CC)=O (2-butanone). Yields the product C(C)P(OCC(=O)OCC)(=O)C1=C(C=CC(=C1)OC1=C(C=C(C=C1)C(F)(F)F)Cl)[N+](=O)[O-] (ethoxycarbonylmethyl P-ethyl-2-nitro-5-(2-chloro-4-tri-fluoromethylphenoxy)phenylphosphinate). Reaction SMILES: [CH2:1]([P:3]([C:6]1[CH:11]=[C:10]([O:12][C:13]2[CH:18]=[CH:17][C:16]([C:19]([F:22])([F:21])[F:20])=[CH:15][C:14]=2[Cl:23])[CH:9]=[CH:8][C:7]=1[N+:24]([O-:26])=[O:25])(=[O:5])[OH:4])[CH3:2].Br[CH2:28][C:29]([O:31][CH2:32][CH3:33])=[O:30].C(=O)([O-])[O-].[K+].[K+]>CC(=O)CC>[CH2:1]([P:3]([C:6]1[CH:11]=[C:10]([O:12][C:13]2[CH:18]=[CH:17][C:16]([C:19]([F:20])([F:22])[F:21])=[CH:15][C:14]=2[Cl:23])[CH:9]=[CH:8][C:7]=1[N+:24]([O-:26])=[O:25])(=[O:4])[O:5][CH2:28][C:29]([O:31][CH2:32][CH3:33])=[O:30])[CH3:2] |f:2.3.4|. Reported procedure: In the same manner, P-ethyl-2-nitro-5-(2-chloro-4-trifluoromethylphenoxy)phenylphosphinic acid (500 mg., 1.22 mmol) and ethyl bromoacetate (408 mg, 2.44 mmol) are reacted together with potassium carbonate (253 mg, 1.83 mmol) in 2-butanone (10 ml) to yield ethoxycarbonylmethyl P-ethyl-2-nitro-5-(2-chloro-4-tri-fluoromethylphenoxy)phenylphosphinate. Reactants: [BH-](OC(=O)C)(OC(=O)C)OC(=O)C.[Na+] (NaBH(OAc)3), ClC=1C=CC(=C(C1)C=1C=CC(=NC1)C(=O)NCCC(=O)OC)C=O (methyl 3-(5-(5-chloro-2-formylphenyl)picolinamido)propanoate), IC1=CC=C(N)C=C1 (4-iodoaniline). Solvent: C(Cl)Cl (DCM), C(Cl)Cl (DCM), C(=O)([O-])[O-].[Na+].[Na+] (Na2CO3). The product is ClC=1C=CC(=C(C1)C=1C=CC(=NC1)C(=O)NCCC(=O)OC)CNC1=CC=C(C=C1)I (methyl 3-(5-(5-chloro-2-(((4-iodophenyl)amino)methyl)phenyl)picolinamido)propanoate). As a reaction SMILES: [BH-](OC(C)=O)(OC(C)=O)OC(C)=O.[Na+].[Cl:15][C:16]1[CH:17]=[CH:18][C:19]([CH:37]=O)=[C:20]([C:22]2[CH:23]=[CH:24][C:25]([C:28]([NH:30][CH2:31][CH2:32][C:33]([O:35][CH3:36])=[O:34])=[O:29])=[N:26][CH:27]=2)[CH:21]=1.[I:39][C:40]1[CH:46]=[CH:45][C:43]([NH2:44])=[CH:42][CH:41]=1>C(Cl)Cl.C([O-])([O-])=O.[Na+].[Na+]>[Cl:15][C:16]1[CH:17]=[CH:18][C:19]([CH2:37][NH:44][C:43]2[CH:45]=[CH:46][C:40]([I:39])=[CH:41][CH:42]=2)=[C:20]([C:22]2[CH:23]=[CH:24][C:25]([C:28]([NH:30][CH2:31][CH2:32][C:33]([O:35][CH3:36])=[O:34])=[O:29])=[N:26][CH:27]=2)[CH:21]=1 |f:0.1,5.6.7|. Procedure details: Solid NaBH(OAc)3 (1.3 g, 6.0 mmol) was added to a DCM solution (6 mL) of methyl 3-(5-(5-chloro-2-formylphenyl)picolinamido)propanoate (1.0 g, 3.0 mmol) and 4-iodoaniline (723 mg, 3.3 mmol), and the resulting mixture was stirred at room temperature. After 3 h the resulting mixture diluted with DCM and saturated aqueous Na2CO3 and the layers were separated. The aqueous phase was extracted with DCM and the combined organics were dried (Na2SO4), concentrated and purified via column chromatography to... Starting materials: O=C1C(CCC1)C(=O)OC (Methyl 2-oxocyclopentanecarboxylate), C1CCC(CC1)(CC(=O)O)CN (gabapentin), N1CCCCC1 (piperidine). The solvent is CO (methanol). Yields the product C(=O)(OC)C1=C(CCC1)NCC1(CCCCC1)CC(=O)[O-].[NH2+]1CCCCC1 (Piperidinium 1-{(2-Carbomethoxy-Cyclopent-1-enyl)aminomethyl}-1-Cyclohexane Acetate). Reaction SMILES: O=[C:2]1[CH2:6][CH2:5][CH2:4][CH:3]1[C:7]([O:9][CH3:10])=[O:8].[CH2:11]1[CH2:16][CH2:15][C:14]([CH2:21][NH2:22])([CH2:17][C:18]([OH:20])=[O:19])[CH2:13][CH2:12]1.[NH:23]1[CH2:28][CH2:27][CH2:26][CH2:25][CH2:24]1>CO>[C:7]([C:3]1[CH2:4][CH2:5][CH2:6][C:2]=1[NH:22][CH2:21][C:14]1([CH2:17][C:18]([O-:20])=[O:19])[CH2:15][CH2:16][CH2:11][CH2:12][CH2:13]1)([O:9][CH3:10])=[O:8].[NH2+:23]1[CH2:28][CH2:27][CH2:26][CH2:25][CH2:24]1 |f:4.5|. Procedure: Methyl 2-oxocyclopentanecarboxylate (124 μL, 1 mmol), gabapentin (171 mg, 1 mmol), and piperidine (99 μL, 1 mmol) were mixed in anhydrous methanol (10 mL). After heating under reflux for 16 h, the solvent was removed under reduced pressure to afford the title compound with purity greater than 90%. 1H NMR (CDCl3, 400 MHz): δ 1.29-1.60 (m, 12H), 1.72 (m, 4H), 1.79 (m, J=7.6 Hz, 2H), 2.24 (s, 2H), 2.49 (t, J=7.6 Hz, 2H), 2.55 (t, J=7.6 Hz, 2H), 2.99 (m, 4H), 3.24 (d, J=6.8 Hz, 2H), 3.63 (s, 3H), 5.... The reactants are C(C(O)C)(=O)O (lactic acid), C(C(O)C)(=O)O (lactic acid), C(CC)(=O)O (propionic acid), [OH-].[Ca+2].[OH-] (Calcium hydroxide). Product: C(C(O)C)(=O)[O-].[Ca+2].C(C(O)C)(=O)[O-] (Calcium Lactate). RXN SMILES: [C:1]([OH:6])(=[O:5])[CH:2]([CH3:4])[OH:3].C(O)(=O)CC.[OH-].[Ca+2:13].[OH-]>>[C:1]([O-:6])(=[O:5])[CH:2]([CH3:4])[OH:3].[Ca+2:13].[C:1]([O-:6])(=[O:5])[CH:2]([CH3:4])[OH:3] |f:2.3.4,5.6.7|. Procedure details: Feed grade (80%) lactic acid in the amount of 16.56 g is combined with 24.86 g propionic acid and divided into three equal fractions. Calcium hydroxide, 16.81 g, is divided into three equal fractions. The first fraction of lactic acid is added to 20 g of almond shell meal while stirring. Then, the first fraction of the combined base mixture is slowly added while stirring. The temperature of the mixture is observed to increase and water starts evaporating. When the product appeared to be dry, the... Reactants: CC(C(=O)[O-])C1CCN2C1=C(C=1C(=CC(=CC21)F)Br)SC2=CC=C(C=C2)Cl ((+/−)-methyl[8-bromo-9-[(4-chlorophenyl)sulfanyl]-6-fluoro-2,3-dihydro-1H-pyrrolo[1,2-a]indol-1-yl]acetate), CC1(OB(OC1(C)C)C1=CSC=C1C)C (4,4,5,5-tetramethyl-2-(4-methylthien-3-yl)-1,3,2-dioxaborolane). Product: ClC1=CC=C(C=C1)SC1=C2N(C=3C=C(C=C(C13)C1=CSC=C1C)F)CCC2CC(=O)O ((+/−)-[9-[(4-chlorophenyl)thio]-6-fluoro-8-(4-methylthien-3-yl)-2,3-dihydro-1H-pyrrolo[1,2-a]indol-1-yl]acetic acid). Reaction SMILES: C[CH:2]([CH:6]1[C:10]2=[C:11]([S:20][C:21]3[CH:26]=[CH:25][C:24]([Cl:27])=[CH:23][CH:22]=3)[C:12]3[C:13](Br)=[CH:14][C:15]([F:18])=[CH:16][C:17]=3[N:9]2[CH2:8][CH2:7]1)[C:3]([O-:5])=[O:4].CC1(C)C(C)(C)OB([C:36]2[C:40]([CH3:41])=[CH:39][S:38][CH:37]=2)O1>>[Cl:27][C:24]1[CH:23]=[CH:22][C:21]([S:20][C:11]2[C:12]3[C:13]([C:36]4[C:40]([CH3:41])=[CH:39][S:38][CH:37]=4)=[CH:14][C:15]([F:18])=[CH:16][C:17]=3[N:9]3[CH2:8][CH2:7][CH:6]([CH2:2][C:3]([OH:5])=[O:4])[C:10]=23)=[CH:26][CH:25]=1. Reported procedure: Starting from (+/−)-methyl[8-bromo-9-[(4-chlorophenyl)sulfanyl]-6-fluoro-2,3-dihydro-1H-pyrrolo[1,2-a]indol-1-yl]acetate (Example 7, Step 9) and 4,4,5,5-tetramethyl-2-(4-methylthien-3-yl)-1,3,2-dioxaborolane, the title compound was synthesized following the procedures described Example 108. Reaction conditions: temperature 155 celsius, time 2 hour. Yields the product OC1=C(C=CC2=C1C(=C(O2)CC2=CC=NC=C2)C)CCC (4-hydroxy-3-methyl-5-propyl-2-(4-pyridylmethyl)-benzofuran). Reaction SMILES: [OH:1][C:2]1[C:7]2[C:8]([CH3:19])=[C:9]([C:11](=O)[C:12]3[CH:17]=[CH:16][N:15]=[CH:14][CH:13]=3)[O:10][C:6]=2[CH:5]=[CH:4][C:3]=1[CH2:20][CH2:21][CH3:22].[OH-].[K+].NN.C(O)(=O)CC(CC(O)=O)(C(O)=O)O>C(O)CO>[OH:1][C:2]1[C:7]2[C:8]([CH3:19])=[C:9]([CH2:11][C:12]3[CH:17]=[CH:16][N:15]=[CH:14][CH:13]=3)[O:10][C:6]=2[CH:5]=[CH:4][C:3]=1[CH2:20][CH2:21][CH3:22] |f:1.2|. Solvent: C(CO)O (ethylene glycol). Isolated yield 68.4%. Starting materials: C(CC(O)(C(=O)O)CC(=O)O)(=O)O (citric acid), OC1=C(C=CC2=C1C(=C(O2)C(C2=CC=NC=C2)=O)C)CCC (4-hydroxy-3-methyl-5-propyl-2-(isonicotinoyl)-benzofuran), [OH-].[K+] (potassium hydroxide), NN (hydrazine). Procedure details: A mixture of 4-hydroxy-3-methyl-5-propyl-2-(isonicotinoyl)-benzofuran (1.5 g; 5.2 mmoles), potassium hydroxide pellets (2 g; 37 mmoles), ethylene glycol (25 ml) and 99% hydrazine (0.8 ml) was heated with stirring at 130° C. for 1 hour and at 155° C. for 2 hours. The mixture was cooled and acidified with 20% citric acid solution. The mixture was extracted using 20% ethyl acetate in diethyl ether. The organic layer was dried (Na2SO4), filtered, concentrated, and chromatographed to obtain 1 g of th... The reactants are F[B-](F)(F)F, CCCCn1ccnc1, C[O+](C)C, ClCCCl. Product: F[B-](F)(F)F, CCCCn1cc[n+](C)c1. RXN SMILES: [B-:1]([F:2])([F:3])([F:4])[F:5].[CH2:10]([CH2:11][CH2:12][CH3:13])[n:14]1[cH:15][n:16][cH:17][cH:18]1.[CH3:6][O+:7]([CH3:8])[CH3:9].[Cl:19][CH2:20][CH2:21][Cl:22]>>[B-:1]([F:2])([F:3])([F:4])[F:5].[CH3:6][n+:16]1[cH:15][n:14]([CH2:10][CH2:11][CH2:12][CH3:13])[cH:18][cH:17]1.